This data is from the Open Reaction Database (ORD), a public repository of structured organic reaction records. The task is: describe an organic reaction: reactants, conditions, products, and yield The reactants are CCOC(=O)Cn1nc(C(C)(C)C)cc1C(F)(F)F, [Li+], C1CCOC1, [OH-], O, O. The product is CC(C)(C)c1cc(C(F)(F)F)n(CC(=O)O)n1. Reaction SMILES: [C:4]([CH3:5])([CH3:6])([CH3:7])[c:8]1[n:9][n:10]([CH2:17][C:18](=[O:19])[O:20][CH2:21][CH3:22])[c:11]([C:13]([F:14])([F:15])[F:16])[cH:12]1.[Li+:3].[O:24]1[CH2:25][CH2:26][CH2:27][CH2:28]1.[OH-:2].[OH2:1].[OH2:23]>>[C:4]([CH3:5])([CH3:6])([CH3:7])[c:8]1[n:9][n:10]([CH2:17][C:18](=[O:19])[OH:20])[c:11]([C:13]([F:14])([F:15])[F:16])[cH:12]1. Reactants: COC(CCNC(C1=CC=C(C=C1)C(CC=C)(COC1=CC=C(C=C1)C1=CC=C(C=C1)C(F)(F)F)CC=C)=O)=O (3-{4-[1-allyl-1-(4′-trifluoromethyl-biphenyl-4-yloxymethyl)-but-3-enyl]-benzoylamino}-propionic acid methyl ester), [Li+].[OH-] (LiOH), Cl (HCl). The solvent is C1CCOC1 (THF). Reaction conditions: time 8 hour. Product: C(C=C)C(CC=C)(COC1=CC=C(C=C1)C1=CC=C(C=C1)C(F)(F)F)C1=CC=C(C(=O)NCCC(=O)O)C=C1 (3-{4-[1-allyl-1-(4′-trifluoromethyl-biphenyl-4-yloxymethyl)-but-3-enyl]-benzoylamino}-propionic acid). Yield: 69.5%. Reaction SMILES: C[O:2][C:3](=[O:40])[CH2:4][CH2:5][NH:6][C:7](=[O:39])[C:8]1[CH:13]=[CH:12][C:11]([C:14]([CH2:36][CH:37]=[CH2:38])([CH2:18][O:19][C:20]2[CH:25]=[CH:24][C:23]([C:26]3[CH:31]=[CH:30][C:29]([C:32]([F:35])([F:34])[F:33])=[CH:28][CH:27]=3)=[CH:22][CH:21]=2)[CH2:15][CH:16]=[CH2:17])=[CH:10][CH:9]=1.[Li+].[OH-].Cl>C1COCC1>[CH2:15]([C:14]([C:11]1[CH:10]=[CH:9][C:8]([C:7]([NH:6][CH2:5][CH2:4][C:3]([OH:40])=[O:2])=[O:39])=[CH:13][CH:12]=1)([CH2:18][O:19][C:20]1[CH:21]=[CH:22][C:23]([C:26]2[CH:31]=[CH:30][C:29]([C:32]([F:34])([F:35])[F:33])=[CH:28][CH:27]=2)=[CH:24][CH:25]=1)[CH2:36][CH:37]=[CH2:38])[CH:16]=[CH2:17] |f:1.2|. Procedure: A solution of 3-{4-[1-allyl-1-(4′-trifluoromethyl-biphenyl-4-yloxymethyl)-but-3-enyl]-benzoylamino}-propionic acid methyl ester (0.0279 g, 0.0506 mmol) in THF (1.0 mL) is treated with 1N LiOH (1.0 mL) and stirred overnight at room temperature. The reaction mixture is acidified with 1N HCl (2.2 mL) and extracted with EtOAc (3×10 mL). Combined extracts are dried over MgSO4, filtered, and concentrated to provide 3-{4-[1-allyl-1-(4′-trifluoromethyl-biphenyl-4-yloxymethyl)-but-3-enyl]-benzoylamino}-p... Reported procedure: Potassium carbonate (133 mg), potassium iodide (160 mg), and 2-chloro-N,N-dimethylacetamide (34 μL) were added to a suspension of 7-methyl-4-{4-[2-(piperidin-4-yl)ethoxy]-3-(trifluoromethyl)phenyl}-7H-pyrrolo[2,3-d]pyrimidine-2-carbonitrile monohydrochloride (150 mg) in acetonitrile (6 mL) at room temperature, and the mixture was stirred at 60° C. for 2 hours. After the reaction mixture was cooled to room temperature, water was added thereto, extraction thereof was performed using EtOAc, and the... The product is C(#N)C=1N=C(C2=C(N1)N(C=C2)C)C2=CC(=C(OCCC1CCN(CC1)CC(=O)N(C)C)C=C2)C(F)(F)F (2-(4-{2-[4-(2-cyano-7-methyl-7H-pyrrolo[2,3-d]pyrimidin-4-yl)-2-(trifluoromethyl)phenoxy]ethyl}piperidin-1-yl)-N,N-dimethylacetamide). The solvent is C(C)#N (acetonitrile), O (water). The reactants are C([O-])([O-])=O.[K+].[K+] (Potassium carbonate), [I-].[K+] (potassium iodide), ClCC(=O)N(C)C (2-chloro-N,N-dimethylacetamide), Cl.CN1C=CC2=C1N=C(N=C2C2=CC(=C(C=C2)OCCC2CCNCC2)C(F)(F)F)C#N (7-methyl-4-{4-[2-(piperidin-4-yl)ethoxy]-3-(trifluoromethyl)phenyl}-7H-pyrrolo[2,3-d]pyrimidine-2-carbonitrile monohydrochloride). Run at temperature 60 celsius, time 2 hour. Reaction SMILES: C(=O)([O-])[O-].[K+].[K+].[I-].[K+].Cl[CH2:10][C:11]([N:13]([CH3:15])[CH3:14])=[O:12].Cl.[CH3:17][N:18]1[C:22]2[N:23]=[C:24]([C:46]#[N:47])[N:25]=[C:26]([C:27]3[CH:32]=[CH:31][C:30]([O:33][CH2:34][CH2:35][CH:36]4[CH2:41][CH2:40][NH:39][CH2:38][CH2:37]4)=[C:29]([C:42]([F:45])([F:44])[F:43])[CH:28]=3)[C:21]=2[CH:20]=[CH:19]1>C(#N)C.O>[C:46]([C:24]1[N:25]=[C:26]([C:27]2[CH:32]=[CH:31][C:30]([O:33][CH2:34][CH2:35][CH:36]3[CH2:37][CH2:38][N:39]([CH2:10][C:11]([N:13]([CH3:15])[CH3:14])=[O:12])[CH2:40][CH2:41]3)=[C:29]([C:42]([F:43])([F:44])[F:45])[CH:28]=2)[C:21]2[CH:20]=[CH:19][N:18]([CH3:17])[C:22]=2[N:23]=1)#[N:47] |f:0.1.2,3.4,6.7|. The reactants are [H][H] (hydrogen), C(C)OC(CC1=CC=C(C=C1)N1N=CC=C1)=O (4-(pyrazol-1-yl)phenylacetic acid ethyl ester), [H-].[Na+] (sodium hydride), [Cl-].[Na+] (sodium chloride), CI (methyl iodide). The solvent is CN(C=O)C (dimethylformamide), CN(C=O)C (dimethyl formamide). Product: C(C)OC(C(C)C1=CC=C(C=C1)N1N=CC=C1)=O (2-[4-(pyrazol-1-yl)phenyl]propionic acid ethyl ester). RXN SMILES: [CH2:1]([O:3][C:4](=[O:17])[CH2:5][C:6]1[CH:11]=[CH:10][C:9]([N:12]2[CH:16]=[CH:15][CH:14]=[N:13]2)=[CH:8][CH:7]=1)[CH3:2].[H-].[Na+].[Cl-].[Na+].[H][H].[CH3:24]I>CN(C)C=O>[CH2:1]([O:3][C:4](=[O:17])[CH:5]([C:6]1[CH:11]=[CH:10][C:9]([N:12]2[CH:16]=[CH:15][CH:14]=[N:13]2)=[CH:8][CH:7]=1)[CH3:24])[CH3:2] |f:1.2,3.4|. Procedure details: 2.3 g (10 mmoles) of 4-(pyrazol-1-yl)phenylacetic acid ethyl ester are dissolved in 20 ml of dimethylformamide; 240 mg (10 mmoles) of sodium hydride are added, under nitrogen, with good cooling (ice, sodium chloride) and vigorous stirring is effected until hydrogen evolution subsides. A solution of 1.5 g of methyl iodide and 5 ml of dimethyl formamide is then added dropwise, and stirring at room temperature is subsequently effected over night. The reaction mixture is poured onto water and extrac...